Dataset: the Open Reaction Database (ORD), a public repository of structured organic reaction records. Task: describe an organic reaction: reactants, conditions, products, and yield Reactants: CC(=O)O, CCOCC, O=C1C2CCCCC2C1(Cl)Cl, [Zn]. Product: O=C1CC2CCCCC12. RXN SMILES: [CH3:12][C:13](=[O:14])[OH:15].[CH3:16][CH2:17][O:18][CH2:19][CH3:20].[Cl:1][C:2]1([Cl:11])[C:3](=[O:10])[CH:4]2[CH2:5][CH2:6][CH2:7][CH2:8][CH:9]12.[Zn:21]>>[CH2:2]1[C:3](=[O:10])[CH:4]2[CH2:5][CH2:6][CH2:7][CH2:8][CH:9]12. Starting materials: C(=C)C1CC=CCC1 (4-vinylcyclohexene), C(C=C)[SiH](Cl)Cl (allyldichlorosilane). The reagents and catalysts are [H+].[H+].Cl[Pt-2](Cl)(Cl)(Cl)(Cl)Cl (chloroplatinic acid). Solvent: C(C)(C)O (isopropanol). Product: C(CC=CCC)CC[Si](CC=C)(Cl)Cl (6-(3-hexenyl)-4,4-dichloro-4-sila-1-hexene). Isolated yield 76753.6%. RXN SMILES: [CH:1]([CH:3]1[CH2:8][CH2:7][CH:6]=[CH:5][CH2:4]1)=[CH2:2].[CH2:9]([SiH:12]([Cl:14])[Cl:13])[CH:10]=[CH2:11]>C(O)(C)C.[H+].[H+].Cl[Pt-2](Cl)(Cl)(Cl)(Cl)Cl>[CH2:6]([CH2:5][CH2:4][Si:12]([Cl:14])([Cl:13])[CH2:9][CH:10]=[CH2:11])[CH2:7][CH:8]=[CH:3][CH2:1][CH3:2] |f:3.4.5|. Procedure details: Using the same apparatus and procedure described in EXAMPLE 1, 37.8 g (0.35 mol) of 4-vinylcyclohexene and 60 μl of 1% chloroplatinic acid in isopropanol were added to the flask. Through the dropping funnel was added dropwise 10.0 g (0.07 mmol) of allyldichlorosilane for 30 min at 80° C. and the solution was further reacted for 3 hrs to complete the reaction. Vacuum distillation (70-73° C./0.5 torr) of the product mixture gave 13.5 g (78%) of 6-(3-hexenyl)-4,4-dichloro-4-sila-1-hexene. The reactants are C(C)N1C=C(C(C2=CC(=C(C=C12)N1CCNCC1)F)=O)C(=O)O (1-ethyl-6-fluoro-1,4-dihydro-4-oxo-7-(1-piperazinyl)quinoline-3-carboxylic acid), C(C)(=O)O (acetic acid), C(C)(=O)O (acetic acid), O (water). The product is C(C)N1C=C(C(C2=CC(=C(C=C12)N1CCN(CC1)C(C)=O)F)=O)C(=O)O (1-ethyl-6-fluoro-1,4-dihydro-4-oxo-7-(4-acetyl-1-piperazinyl)quinoline-3-carboxylic acid). Isolated yield 97.0%. As a reaction SMILES: [CH2:1]([N:3]1[C:12]2[C:7](=[CH:8][C:9]([F:19])=[C:10]([N:13]3[CH2:18][CH2:17][NH:16][CH2:15][CH2:14]3)[CH:11]=2)[C:6](=[O:20])[C:5]([C:21]([OH:23])=[O:22])=[CH:4]1)[CH3:2].O.[C:25](O)(=[O:27])[CH3:26]>>[CH2:1]([N:3]1[C:12]2[C:7](=[CH:8][C:9]([F:19])=[C:10]([N:13]3[CH2:18][CH2:17][N:16]([C:25](=[O:27])[CH3:26])[CH2:15][CH2:14]3)[CH:11]=2)[C:6](=[O:20])[C:5]([C:21]([OH:23])=[O:22])=[CH:4]1)[CH3:2]. Procedure: 1-ethyl-6-fluoro-1,4-dihydro-4-oxo-7-(1-piperazinyl)quinoline-3-carboxylic acid 3.2 g was dissolved in 20 ml of glacial acetic acid, 2.0 g of anhydrous acetic acid was added thereto and the mixture was heated at 90°-100° C. for 2 hours with stirring. After cooling, 50 ml of water was added thereto. The precipitated crystals were collected by filtration, washed and dried. The crystals were recrystallized from dimethylformamide to obtain 3.5 g (97%) of 1-ethyl-6-fluoro-1,4-dihydro-4-oxo-7-(4-acety... Starting materials: [OH-].[Na+] (NaOH), [N+](=O)([O-])C1=CC=C2C(=CNC2=C1)C1=CCC(CC1)=O (4-(6-Nitro-1H-indol-3-yl)cyclohex-3-enone), CC(=O)O (AcOH), C(C)(C)N (isopropyl amine), [BH-](OC(=O)C)(OC(=O)C)OC(=O)C.[Na+] (NaBH(OAc)3). Run in ClCCCl (1,2-dichloroethane). Conditions: time 16 hour. Yields the product C(C)(C)NC1CC=C(CC1)C1=CNC2=CC(=CC=C12)[N+](=O)[O-] (N-Isopropyl-4-(6-nitro-1H-indol-3-yl)cyclohex-3-enamine). The yield is 72.6%. Reaction SMILES: [N+:1]([C:4]1[CH:12]=[C:11]2[C:7]([C:8]([C:13]3[CH2:18][CH2:17][C:16](=O)[CH2:15][CH:14]=3)=[CH:9][NH:10]2)=[CH:6][CH:5]=1)([O-:3])=[O:2].CC(O)=O.[CH:24]([NH2:27])([CH3:26])[CH3:25].[BH-](OC(C)=O)(OC(C)=O)OC(C)=O.[Na+].[OH-].[Na+]>ClCCCl>[CH:24]([NH:27][CH:16]1[CH2:17][CH2:18][C:13]([C:8]2[C:7]3[C:11](=[CH:12][C:4]([N+:1]([O-:3])=[O:2])=[CH:5][CH:6]=3)[NH:10][CH:9]=2)=[CH:14][CH2:15]1)([CH3:26])[CH3:25] |f:3.4,5.6|. Procedure: A solution of compound 119 (0.75 g, 2.926 mmol) in 1,2-dichloroethane (20 mL) was treated with AcOH (0.16 mL, 2.926 mmol), isopropyl amine (0.25 mL, 2.926 mmol), NaBH(OAc)3 (0.93 g, 4.390 mmol) at room temperature and stirred for over night (16 h). The reaction was basified with 2 N NaOH (25 mL) and product was extracted into ethyl acetate (3×50 mL). The combined ethyl acetate layer washed with brine (20 mL) and dried (Na2SO4). Solvent was evaporated and crude was purified by column chromatograp... RXN SMILES: [CH3:24][S:25]([CH3:26])=[O:27].[CH3:28][CH2:29][O:30][C:31]([CH3:32])=[O:33].[Cl:12][c:13]1[c:14]([C:15]#[N:16])[cH:17][c:18]([N+:21](=[O:22])[O-:23])[cH:19][cH:20]1.[H-:11].[NH2:1][c:2]1[c:3]([Cl:4])[cH:5][cH:6][cH:7][c:8]1[Cl:9].[Na+:10]>>[NH:1]([c:2]1[c:3]([Cl:4])[cH:5][cH:6][cH:7][c:8]1[Cl:9])[c:13]1[c:14]([C:15]#[N:16])[cH:17][c:18]([N+:21](=[O:22])[O-:23])[cH:19][cH:20]1. Product: N#Cc1cc([N+](=O)[O-])ccc1Nc1c(Cl)cccc1Cl. Starting materials: CS(C)=O, CCOC(C)=O, N#Cc1cc([N+](=O)[O-])ccc1Cl, [H-], Nc1c(Cl)cccc1Cl, [Na+]. The reactants are FC(C=1C=C(C=CC1)O)(F)F (meta-trifluoromethylphenol), [H-].[Na+] (sodium hydride), ClC1=NC(=CC(=C1)C(F)(F)F)OCC1=CSC=C1 (2-chloro-6-(3-thienylmethyloxy)-4-trifluoromethylpyridine), resultant solution. Solvent: CN(C=O)C (dimethylformamide). Yields the product S1C=C(C=C1)COC1=NC(=CC(=C1)C(F)(F)F)OC1=CC(=CC=C1)C(F)(F)F (2-(3-thienylmethyloxy)-4-trifluoromethyl-6-(meta-trifluoromethylphenoxy)pyridine). As a reaction SMILES: [F:1][C:2]([F:11])([F:10])[C:3]1[CH:4]=[C:5]([OH:9])[CH:6]=[CH:7][CH:8]=1.[H-].[Na+].Cl[C:15]1[CH:20]=[C:19]([C:21]([F:24])([F:23])[F:22])[CH:18]=[C:17]([O:25][CH2:26][C:27]2[CH:31]=[CH:30][S:29][CH:28]=2)[N:16]=1>CN(C)C=O>[S:29]1[CH:30]=[CH:31][C:27]([CH2:26][O:25][C:17]2[CH:18]=[C:19]([C:21]([F:24])([F:22])[F:23])[CH:20]=[C:15]([O:9][C:5]3[CH:6]=[CH:7][CH:8]=[C:3]([C:2]([F:10])([F:11])[F:1])[CH:4]=3)[N:16]=2)=[CH:28]1 |f:1.2|. Procedure details: To a mixture prepared by adding to meta-trifluoromethylphenol (1.1 g, 0.0034×2.0 mol) successively dimethylformamide and sodium hydride (0.20 g, (ca.60% in mineral oil), 0.0034×1.5 mol), 2-chloro-6-(3-thienylmethyloxy)-4-trifluoromethylpyridine (1.0 g, 0.0034 mol) was added, and the resultant solution was refluxed for about 2 hours. Reactants: Cn1nccc1C(=O)O, CC#N, CN(C)C=O, O=C(Cl)C(=O)Cl, COc1ccc(Cl)c(-c2ccc(N)nc2N)c1, ClCCl, Cc1cccc(C)n1. Yields the product COc1ccc(Cl)c(-c2ccc(NC(=O)c3ccnn3C)nc2N)c1. Reaction SMILES: [CH3:1][n:2]1[n:3][cH:4][cH:5][c:6]1[C:7](=[O:8])[OH:9].[CH3:44][C:45]#[N:46].[CH3:47][N:48]([CH3:49])[CH:50]=[O:51].[Cl:10][C:11]([C:12]([Cl:13])=[O:14])=[O:15].[Cl:16][c:17]1[c:18](-[c:25]2[c:26]([NH2:32])[n:27][c:28]([NH2:31])[cH:29][cH:30]2)[cH:19][c:20]([O:23][CH3:24])[cH:21][cH:22]1.[Cl:41][CH2:42][Cl:43].[n:33]1[c:34]([CH3:35])[cH:36][cH:37][cH:38][c:39]1[CH3:40]>>[CH3:1][n:2]1[n:3][cH:4][cH:5][c:6]1[C:7](=[O:9])[NH:31][c:28]1[n:27][c:26]([NH2:32])[c:25](-[c:18]2[c:17]([Cl:16])[cH:22][cH:21][c:20]([O:23][CH3:24])[cH:19]2)[cH:30][cH:29]1. Reactants: CCOC(=O)C(=CN(C)c1sccc1C(=O)OC(C)(C)C)C(=O)OCC, C=[N+]1CCOCC1, CC#N, [Cl-], [Na+], [Na+], O=C([O-])[O-]. Yields the product CCOC(=O)C(=CN(C)c1sc(CN2CCOCC2)cc1C(=O)OC(C)(C)C)C(=O)OCC. RXN SMILES: [CH2:1]([CH3:2])[O:3][C:4]([C:5]([C:6](=[O:7])[O:8][CH2:9][CH3:10])=[CH:11][N:12]([c:13]1[s:14][cH:15][cH:16][c:17]1[C:18](=[O:19])[O:20][C:21]([CH3:22])([CH3:23])[CH3:24])[CH3:25])=[O:26].[CH2:28]=[N+:29]1[CH2:30][CH2:31][O:32][CH2:33][CH2:34]1.[CH3:41][C:42]#[N:43].[Cl-:27].[Na+:35].[Na+:36].[O-:37][C:38](=[O:39])[O-:40]>>[CH2:1]([CH3:2])[O:3][C:4]([C:5]([C:6](=[O:7])[O:8][CH2:9][CH3:10])=[CH:11][N:12]([c:13]1[s:14][c:15]([CH2:28][N:29]2[CH2:30][CH2:31][O:32][CH2:33][CH2:34]2)[cH:16][c:17]1[C:18](=[O:19])[O:20][C:21]([CH3:22])([CH3:23])[CH3:24])[CH3:25])=[O:26].